Dataset: the Open Reaction Database (ORD), a public repository of structured organic reaction records. Task: describe an organic reaction: reactants, conditions, products, and yield Starting materials: COC1=CC=C(C=C1)C(O)(C1CCNCC1)C1=CC=C(C=C1)OC (α,α-bis-(4-methoxyphenyl)-4-piperidinemethanol), ClCCC1CN(C(O1)=O)C (5-(2-chloroethyl)-3-methyl-2-oxazolidinone), C([O-])([O-])=O.[Na+].[Na+] (sodium carbonate), [I-].[K+] (potassium iodide). Run in C(CCC)O (1-butanol), CC(C)O (2-propanol). Product: COC1=CC=C(C=C1)C(C1CCN(CC1)CCC1CN(C(O1)=O)C)(O)C1=CC=C(C=C1)OC (5-[2-[4-[Bis(4-methoxyphenyl)hydroxymethyl]-1-piperidinyl]ethyl]-3-methyl-2-oxazolidinone). Isolated yield 85.8%. RXN SMILES: [CH3:1][O:2][C:3]1[CH:8]=[CH:7][C:6]([C:9]([C:17]2[CH:22]=[CH:21][C:20]([O:23][CH3:24])=[CH:19][CH:18]=2)([CH:11]2[CH2:16][CH2:15][NH:14][CH2:13][CH2:12]2)[OH:10])=[CH:5][CH:4]=1.Cl[CH2:26][CH2:27][CH:28]1[O:32][C:31](=[O:33])[N:30]([CH3:34])[CH2:29]1.C(=O)([O-])[O-].[Na+].[Na+].[I-].[K+]>C(O)CCC.CC(O)C>[CH3:24][O:23][C:20]1[CH:19]=[CH:18][C:17]([C:9]([C:6]2[CH:7]=[CH:8][C:3]([O:2][CH3:1])=[CH:4][CH:5]=2)([OH:10])[CH:11]2[CH2:16][CH2:15][N:14]([CH2:26][CH2:27][CH:28]3[O:32][C:31](=[O:33])[N:30]([CH3:34])[CH2:29]3)[CH2:13][CH2:12]2)=[CH:22][CH:21]=1 |f:2.3.4,5.6|. Reported procedure: This compound was prepared according to the procedure of Example 1. A mixture of 3.2 g (0.01 mole) of α,α-bis-(4-methoxyphenyl)-4-piperidinemethanol, 1.6 g (0.01 mole) of 5-(2-chloroethyl)-3-methyl-2-oxazolidinone, 3.7 g (0.035 mole) of anhydrous sodium carbonate and 0.4 g of potassium iodide in 100 ml of 1-butanol gave 3.9 g (87%) of off-white solid, m.p. 145°-147° C. (2-propanol). The reactants are O=[N+]([O-])c1cc(F)cc(Br)c1O, O=C([O-])[O-], CC(C)=O, CI, [K+], [K+]. Yields the product COc1c(Br)cc(F)cc1[N+](=O)[O-]. Reaction SMILES: [Br:1][c:2]1[c:3]([OH:12])[c:4]([N+:9](=[O:10])[O-:11])[cH:5][c:6]([F:8])[cH:7]1.[C:13](=[O:14])([O-:15])[O-:16].[CH3:21][C:22](=[O:23])[CH3:24].[I:19][CH3:20].[K+:17].[K+:18]>>[Br:1][c:2]1[c:3]([O:12][CH3:13])[c:4]([N+:9](=[O:10])[O-:11])[cH:5][c:6]([F:8])[cH:7]1.